Task: describe an organic reaction: reactants, conditions, products, and yield. Dataset: the Open Reaction Database (ORD), a public repository of structured organic reaction records Starting materials: C1(=C(C=CC=C1)P(C(C)(C)C)C(C)(C)C)C1=CC=CC=C1 (biphenyl-2-yl-di-tert-butyl-phosphane), P(=O)([O-])([O-])[O-].[K+].[K+].[K+] (potassium phosphate), BrC1=CC(=CC=C1)S(=O)(=O)C (1-Bromo-3-methanesulfonyl-benzene), BrC1=CC(=CC=C1)S(=O)(=O)C (1-Bromo-3-methanesulfonyl-benzene), COC(C1=CC=C(C=C1)O)=O (4-hydroxy-benzoic acid methyl ester). The reagents and catalysts are C(C)(=O)[O-].[Pd+2].C(C)(=O)[O-] (Palladium acetate). Solvent: C1(=CC=CC=C1)C (toluene). The product is COC(C1=CC=C(C=C1)OC1=CC(=CC=C1)S(=O)(=O)C)=O (4-(3-methanesulfonyl-phenoxy)-benzoic acid methyl ester). Reaction SMILES: Br[C:2]1[CH:7]=[CH:6][CH:5]=[C:4]([S:8]([CH3:11])(=[O:10])=[O:9])[CH:3]=1.[CH3:12][O:13][C:14](=[O:22])[C:15]1[CH:20]=[CH:19][C:18]([OH:21])=[CH:17][CH:16]=1.C1(C2C=CC=CC=2)C=CC=CC=1P(C(C)(C)C)C(C)(C)C.P([O-])([O-])([O-])=O.[K+].[K+].[K+]>C1(C)C=CC=CC=1.C([O-])(=O)C.[Pd+2].C([O-])(=O)C>[CH3:12][O:13][C:14](=[O:22])[C:15]1[CH:20]=[CH:19][C:18]([O:21][C:2]2[CH:7]=[CH:6][CH:5]=[C:4]([S:8]([CH3:11])(=[O:10])=[O:9])[CH:3]=2)=[CH:17][CH:16]=1 |f:3.4.5.6,8.9.10|. Procedure: 1-Bromo-3-methanesulfonyl-benzene (11.0 mmol) (see Intermediate 11) and 4-hydroxy-benzoic acid methyl ester (1.2 mmol) are dissolved in toluene (0.1M). Palladium acetate (0.02 mmol), biphenyl-2-yl-di-tert-butyl-phosphane (0.03 mmol) and tri-basic potassium phosphate (2.0 mmol) are added and the reaction heated reaction at 90° C. for 18 h. The reaction is allowed to cool to room temperature, washed with water while and then the aqueous extracted with dichloromethane. The organic portions are comb...